From a dataset of the Open Reaction Database (ORD), a public repository of structured organic reaction records. describe an organic reaction: reactants, conditions, products, and yield Starting materials: BrC1=C(C=C(C(=C1)F)[N+](=O)[O-])CC(C)=O (1-(2-bromo-4-fluoro-5-nitrophenyl)propan-2-one). The reagents and catalysts are [Fe] (iron). Solvent: C(C)(=O)O (acetic acid). Reaction conditions: temperature 50 celsius, time 1 hour. Product: NC=1C(=CC(=C(C1)CC(C)=O)Br)F (1-(5-Amino-2-bromo-4-fluorophenyl)propan-2-one). Isolated yield 95.1%. RXN SMILES: [Br:1][C:2]1[CH:7]=[C:6]([F:8])[C:5]([N+:9]([O-])=O)=[CH:4][C:3]=1[CH2:12][C:13](=[O:15])[CH3:14]>C(O)(=O)C.[Fe]>[NH2:9][C:5]1[C:6]([F:8])=[CH:7][C:2]([Br:1])=[C:3]([CH2:12][C:13](=[O:15])[CH3:14])[CH:4]=1. Procedure: Treat a mixture of 1-(2-bromo-4-fluoro-5-nitrophenyl)propan-2-one (12 g, 43.6 mmol) in acetic acid (200 mL) with iron powder (24 g, 0.436 mol) and stir at 50° C. for 1 h. Add water and EtOAc, filter to remove solids, and extract the filtrate with EtOAc (2×). Wash the combined organics with saturated. Na2CO3, then brine, dry over Na2SO4 and concentrate to dryness to afford the title compound (10.2 g, 94% yield). 1H NMR (400 MHz, DMSO-d6): δ 7.26 (d, J=10.8 Hz, 1H), 6.69 (d, J=9.6 Hz, 1H), 5.33 (s...